The task is: describe an organic reaction: reactants, conditions, products, and yield. This data is from the Open Reaction Database (ORD), a public repository of structured organic reaction records. The reactants are C=O, CO, CN(CCC#N)CCC#N, [H][H]. Yields the product N#CCCNCCC#N. RXN SMILES: [CH2:3]=[O:4].[CH3:15][OH:16].[CH3:5][N:6]([CH2:7][CH2:8][C:9]#[N:10])[CH2:11][CH2:12][C:13]#[N:14].[H:1][H:2]>>[NH:6]([CH2:7][CH2:8][C:9]#[N:10])[CH2:11][CH2:12][C:13]#[N:14].